This data is from the Open Reaction Database (ORD), a public repository of structured organic reaction records. The task is: describe an organic reaction: reactants, conditions, products, and yield Run in CO (methanol). Procedure details: To 240 parts of methanol is added 23.4 parts of indole, 15.2 parts of thiourea, and a sufficient amount of a 1 N aqueous solution of potassium iodide and iodine so that an equivalent of each is present for each equivalent of indole. The whole is stirred for sixteen hours, after which time the solvent is evaporated in vacuo to yield S[3-indolyl]isothiuronium iodide as colorless crystals; m.p. 214°-216°. Treatment of this product with an excess of a concentrated aqueous solution of sodium hydroxid... Product: C1=CC=C2C(=C1)C(=CN2)SC(=N)N.I (S[3-indolyl]isothiuronium iodide). Reactants: N1C=CC2=CC=CC=C12 (indole), NC(=S)N (thiourea), [I-].[K+] (potassium iodide), II (iodine), aqueous solution, N1C=CC2=CC=CC=C12 (indole). RXN SMILES: [NH:1]1[C:9]2[C:4](=[CH:5][CH:6]=[CH:7][CH:8]=2)[CH:3]=[CH:2]1.[NH2:10][C:11]([NH2:13])=[S:12].[I-:14].[K+].II>CO>[CH:6]1[CH:5]=[C:4]2[C:3]([S:12][C:11]([NH2:13])=[NH:10])=[CH:2][NH:1][C:9]2=[CH:8][CH:7]=1.[IH:14] |f:2.3,6.7|. Reactants: Cl, O, OCCCc1ccc(O)cc1. Product: Oc1ccc(CCCCl)cc1. As a reaction SMILES: [ClH:12].[OH2:13].[OH:1][c:2]1[cH:3][cH:4][c:5]([CH2:8][CH2:9][CH2:10][OH:11])[cH:6][cH:7]1>>[OH:1][c:2]1[cH:3][cH:4][c:5]([CH2:8][CH2:9][CH2:10][Cl:12])[cH:6][cH:7]1.